Dataset: the Open Reaction Database (ORD), a public repository of structured organic reaction records. Task: describe an organic reaction: reactants, conditions, products, and yield Starting materials: [N+](=O)([O-])C1=CC=C(C=C1)/C=C/C(=O)OCC ((E)-ethyl 3-(4-nitrophenyl)acrylate), [H][H] (hydrogen). The reagents and catalysts are [Pd] (Pd/C). Solvent: CO (MeOH). The product is NC1=CC=C(C=C1)CCC(=O)OCC (Ethyl 3-(4-aminophenyl)propanoate). Isolated yield 69.0%. RXN SMILES: [N+:1]([C:4]1[CH:9]=[CH:8][C:7](/[CH:10]=[CH:11]/[C:12]([O:14][CH2:15][CH3:16])=[O:13])=[CH:6][CH:5]=1)([O-])=O.[H][H]>CO.[Pd]>[NH2:1][C:4]1[CH:5]=[CH:6][C:7]([CH2:10][CH2:11][C:12]([O:14][CH2:15][CH3:16])=[O:13])=[CH:8][CH:9]=1. Procedure details: A mixture of (E)-ethyl 3-(4-nitrophenyl)acrylate (commercially available from Aldrich, 5.00 g, 26.0 mmol) and 2.8 g of 10% Pd/C (wet, 50% water) in MeOH (26 mL) was shaken under 20 psi of hydrogen at room temperature for 20 hours. The mixture was then filtered through a pad of celite, the filtrate was concentrated, and the residue was purified through a short column of silica gel using 20% EtOAc/hexane as the eluent to give 3.48 g (69%) of the desired product ethyl 3-(4-aminophenyl)propanoate 47... Starting materials: aqueous solution, Cl (hydrochloric acid), COC1=C(C=O)C=CC=C1OC (2,3-dimethoxybenzaldehyde), C1(=CC=CC=C1)C(N1C=NC(=C1)C(C)=O)(C1=CC=CC=C1)C1=CC=CC=C1 (1-(1-triphenylmethyl-1H-imidazol-4-yl)-1-ethanone), aqueous solution, [OH-].[Na+] (sodium hydroxide). The solvent is C(C)O (ethanol). Product: COC1=C(C=CC=C1OC)C=CC(=O)C=1N=CN(C1)C(C1=CC=CC=C1)(C1=CC=CC=C1)C1=CC=CC=C1 (3-(2,3-dimethoxyphenyl)-1-(1-triphenylmethyl-1H-imidazol-4-yl)-2-propen-1-one). As a reaction SMILES: [CH3:1][O:2][C:3]1[C:10]([O:11][CH3:12])=[CH:9][CH:8]=[CH:7][C:4]=1[CH:5]=O.[C:13]1([C:19]([C:34]2[CH:39]=[CH:38][CH:37]=[CH:36][CH:35]=2)([C:28]2[CH:33]=[CH:32][CH:31]=[CH:30][CH:29]=2)[N:20]2[CH:24]=[C:23]([C:25](=[O:27])[CH3:26])[N:22]=[CH:21]2)[CH:18]=[CH:17][CH:16]=[CH:15][CH:14]=1.[OH-].[Na+].Cl>C(O)C>[CH3:1][O:2][C:3]1[C:10]([O:11][CH3:12])=[CH:9][CH:8]=[CH:7][C:4]=1[CH:5]=[CH:26][C:25]([C:23]1[N:22]=[CH:21][N:20]([C:19]([C:28]2[CH:33]=[CH:32][CH:31]=[CH:30][CH:29]=2)([C:13]2[CH:14]=[CH:15][CH:16]=[CH:17][CH:18]=2)[C:34]2[CH:39]=[CH:38][CH:37]=[CH:36][CH:35]=2)[CH:24]=1)=[O:27] |f:2.3|. Procedure: 0.149 mole of 2,3-dimethoxybenzaldehyde is added over 5 hours at room temperature to a solution of 0.149 mole of 1-(1-triphenylmethyl-1H-imidazol-4-yl)-1-ethanone prepared in Example 2.1 in a mixture of 800 ml of ethanol and 186 ml of a 2N aqueous solution of sodium hydroxide. The reaction medium is then brought to pH 7.5 by addition of a 5N aqueous solution of hydrochloric acid. The ethanol is distilled off and a solid is formed, which precipitates. This solid is filtered off and washed with wa... RXN SMILES: [C:31](=[O:32])([OH:33])[O-:34].[CH3:1][c:2]1[n:3][c:4]([O:19][c:20]2[cH:21][cH:22][cH:23][cH:24][cH:25]2)[c:5]([N+:16](=[O:17])[O-:18])[c:6]([NH:9][CH2:10][CH2:11][CH2:12][CH2:13][CH2:14][OH:15])[c:7]1[CH3:8].[Cl:36][CH2:37][Cl:38].[Na+:35].[OH2:30].[S:26]([Cl:27])([Cl:28])=[O:29]>>[CH3:1][c:2]1[n:3][c:4]([O:19][c:20]2[cH:21][cH:22][cH:23][cH:24][cH:25]2)[c:5]([N+:16](=[O:17])[O-:18])[c:6]([NH:9][CH2:10][CH2:11][CH2:12][CH2:13][CH2:14][Cl:28])[c:7]1[CH3:8]. Yields the product Cc1nc(Oc2ccccc2)c([N+](=O)[O-])c(NCCCCCCl)c1C. Reactants: O=C([O-])O, Cc1nc(Oc2ccccc2)c([N+](=O)[O-])c(NCCCCCO)c1C, ClCCl, [Na+], O, O=S(Cl)Cl. Reactants: COC(=O)C1(c2ccc(Nc3nc(Cl)nc4c3CCC4)cc2)CCC1, CCN(C(C)C)C(C)C, CC(C)O, Cl, FC1(F)CCNCC1. Yields the product COC(=O)C1(c2ccc(Nc3nc(N4CCC(F)(F)CC4)nc4c3CCC4)cc2)CCC1. RXN SMILES: [CH3:1][O:2][C:3](=[O:4])[C:5]1([c:9]2[cH:10][cH:11][c:12]([NH:15][c:16]3[n:17][c:18]([Cl:25])[n:19][c:20]4[c:21]3[CH2:22][CH2:23][CH2:24]4)[cH:13][cH:14]2)[CH2:6][CH2:7][CH2:8]1.[CH:35]([N:36]([CH:37]([CH3:38])[CH3:39])[CH2:40][CH3:41])([CH3:42])[CH3:43].[CH:44]([OH:45])([CH3:46])[CH3:47].[ClH:26].[F:27][C:28]1([F:34])[CH2:29][CH2:30][NH:31][CH2:32][CH2:33]1>>[CH3:1][O:2][C:3](=[O:4])[C:5]1([c:9]2[cH:10][cH:11][c:12]([NH:15][c:16]3[n:17][c:18]([N:31]4[CH2:30][CH2:29][C:28]([F:27])([F:34])[CH2:33][CH2:32]4)[n:19][c:20]4[c:21]3[CH2:22][CH2:23][CH2:24]4)[cH:13][cH:14]2)[CH2:6][CH2:7][CH2:8]1. Procedure details: To (R)—N-(5-Chloro-4-methylpyridin-2-yl)-4H-1′-azaspiro[oxazole-5,3′-bicyclo[2.2.2]octan]-2-amine (0.04 g, 0.13 mmol) in THF (10 mL) was added m-CPBA (0.025 g, 0.14 mmol). The reaction stirred at room temperature for 2 hours and was then concentrated to a crude powder. The product was purified by chromatography (Biotage: 85% CHCl3, 14% MeOH, 1% NH4OH) to yield (S)-2-(5-chloro-4-methylpyridin-2-ylamino)-4H-1′-azaspiro[oxazole-5,3′-bicyclo[2.2.2]octane]1′-oxide (0.019 g, 0.06 mmol, 44% yield) as a... Yield: 46.2%. Reactants: ClC=1C(=CC(=NC1)NC=1O[C@]2(CN3CCC2CC3)CN1)C ((R)—N-(5-Chloro-4-methylpyridin-2-yl)-4H-1′-azaspiro[oxazole-5,3′-bicyclo[2.2.2]octan]-2-amine), C1=CC(=CC(=C1)Cl)C(=O)OO (m-CPBA). As a reaction SMILES: [Cl:1][C:2]1[C:3]([CH3:21])=[CH:4][C:5]([NH:8][C:9]2[O:10][C@:11]3([CH2:19][N:20]=2)[CH:16]2[CH2:17][CH2:18][N:13]([CH2:14][CH2:15]2)[CH2:12]3)=[N:6][CH:7]=1.C1C=C(Cl)C=C(C(OO)=[O:30])C=1>C1COCC1>[Cl:1][C:2]1[C:3]([CH3:21])=[CH:4][C:5]([NH:8][C:9]2[O:10][C@:11]3([CH2:19][N:20]=2)[CH:16]2[CH2:17][CH2:18][N+:13]([O-:30])([CH2:14][CH2:15]2)[CH2:12]3)=[N:6][CH:7]=1. The solvent is C1CCOC1 (THF). Product: ClC=1C(=CC(=NC1)NC=1O[C@]2(C[N+]3(CCC2CC3)[O-])CN1)C ((S)-2-(5-chloro-4-methylpyridin-2-ylamino)-4H-1′-azaspiro[oxazole-5,3′-bicyclo[2.2.2]octane]1′-oxide). Run at time 2 hour. Starting materials: OC(C(CC1=CC(=CC=C1)OC(C(F)F)(F)F)NC(=O)C=1C=CC=C2C1C=CCCC2)C2=CC=C(C=C2)O (N-{(1RS,2SR)-2-hydroxy-2-(4-hydroxyphenyl)-1-[3-(1,1,2,2-tetrafluoroethoxy)benzyl]ethyl}-6,7-dihydro-5H-benzo[a][7]annulene-1-carboxamide), C([O-])([O-])=O.[K+].[K+] (potassium carbonate), BrCC1=CC=C(C(=O)OC)C=C1 (methyl 4-(bromomethyl)-benzoate). Run in CN(C=O)C (N,N-dimethylformamide), O (water). Reaction conditions: time 8 hour. Product: C1(=CC=CC2=C1C=CCCC2)C(=O)NC(C(O)C2=CC=C(OCC1=CC=C(C(=O)OC)C=C1)C=C2)CC2=CC(=CC=C2)OC(C(F)F)(F)F (methyl 4-[(4-{(1RS,2SR)-2-[(6,7-dihydro-5H-benzo[a][7]annulen-1-ylcarbonyl)amino]-1-hydroxy-3-[3-(1,1,2,2-tetrafluoroethoxy)phenyl]propyl}phenoxy)methyl]benzoate). RXN SMILES: [OH:1][CH:2]([C:32]1[CH:37]=[CH:36][C:35]([OH:38])=[CH:34][CH:33]=1)[CH:3]([NH:18][C:19]([C:21]1[CH:22]=[CH:23][CH:24]=[C:25]2[CH2:31][CH2:30][CH2:29][CH:28]=[CH:27][C:26]=12)=[O:20])[CH2:4][C:5]1[CH:10]=[CH:9][CH:8]=[C:7]([O:11][C:12]([F:17])([F:16])[CH:13]([F:15])[F:14])[CH:6]=1.C(=O)([O-])[O-].[K+].[K+].Br[CH2:46][C:47]1[CH:56]=[CH:55][C:50]([C:51]([O:53][CH3:54])=[O:52])=[CH:49][CH:48]=1>CN(C)C=O.O>[C:21]1([C:19]([NH:18][CH:3]([CH2:4][C:5]2[CH:10]=[CH:9][CH:8]=[C:7]([O:11][C:12]([F:16])([F:17])[CH:13]([F:15])[F:14])[CH:6]=2)[CH:2]([C:32]2[CH:37]=[CH:36][C:35]([O:38][CH2:46][C:47]3[CH:56]=[CH:55][C:50]([C:51]([O:53][CH3:54])=[O:52])=[CH:49][CH:48]=3)=[CH:34][CH:33]=2)[OH:1])=[O:20])[C:26]2[CH:27]=[CH:28][CH2:29][CH2:30][CH2:31][C:25]=2[CH:24]=[CH:23][CH:22]=1 |f:1.2.3|. Procedure: To a solution of N-{(1RS,2SR)-2-hydroxy-2-(4-hydroxyphenyl)-1-[3-(1,1,2,2-tetrafluoroethoxy)benzyl]ethyl}-6,7-dihydro-5H-benzo[a][7]annulene-1-carboxamide (600 mg, 1.13 mmol) in N,N-dimethylformamide (20 ml) were added potassium carbonate (470 mg, 3.40 mmol) and methyl 4-(bromomethyl)-benzoate (780 mg, 3.40 mmol), and the mixture was stirred overnight at room temperature. The reaction solution was diluted with water (100 ml) and extracted with ethyl acetate (100 ml×2). The extract was washed suc... The reactants are C1OC2=C(C(=O)O)C(=CC=C2O1)[N+](=O)[O-] (2,3-methylenedioxy 6-nitrobenzoic acid), C(OCC)(OCC)OCC (triethyl orthoformate). Product: C1OC2=C(C(=O)OCC)C(=CC=C2O1)[N+](=O)[O-] (Ethyl 2,3-methylenedioxy-6-nitrobenzoate). Yield: 67.0%. RXN SMILES: [CH2:1]1[O:12][C:11]2[C:3](=[C:4]([C:8]([N+:13]([O-:15])=[O:14])=[CH:9][CH:10]=2)[C:5]([OH:7])=[O:6])[O:2]1.C(OCC)(OCC)O[CH2:18][CH3:19]>>[CH2:1]1[O:12][C:11]2[C:3](=[C:4]([C:8]([N+:13]([O-:15])=[O:14])=[CH:9][CH:10]=2)[C:5]([O:7][CH2:18][CH3:19])=[O:6])[O:2]1. Procedure details: Following the procedure employed in Example 15, condensation of 2,3-methylenedioxy 6-nitrobenzoic acid (10 g) with 40 ml of triethyl orthoformate gives the title compound in 67% yield after ethanol crystallization. Reactants: ClC(SCl)(Cl)Cl (trichloromethanesulphenyl chloride), C(#N)C=1C(NC(N(C1)C1=CC=C(C=C1)C(F)(F)F)=O)=O (5-cyano-1-(4-trifluoromethylphenyl)uracil), [OH-].[Na+] (NaOH). Solvent: ClCCl (dichloromethane), ClCCl (dichloromethane), O (water), ClCCl (dichloromethane). Conditions: time 2 hour. The product is C(#N)C=1C(N(C(N(C1)C1=CC=C(C=C1)C(F)(F)F)=O)SC(Cl)(Cl)Cl)=O (5-cyano-3-trichloromethanesulphenyl-1-(4-trifluoromethylphenyl)uracil). As a reaction SMILES: [OH-].[Na+].[C:3]([C:5]1[C:6](=[O:22])[NH:7][C:8](=[O:21])[N:9]([C:11]2[CH:16]=[CH:15][C:14]([C:17]([F:20])([F:19])[F:18])=[CH:13][CH:12]=2)[CH:10]=1)#[N:4].[Cl:23][C:24]([Cl:28])([Cl:27])[S:25]Cl>O.ClCCl>[C:3]([C:5]1[C:6](=[O:22])[N:7]([S:25][C:24]([Cl:28])([Cl:27])[Cl:23])[C:8](=[O:21])[N:9]([C:11]2[CH:12]=[CH:13][C:14]([C:17]([F:20])([F:18])[F:19])=[CH:15][CH:16]=2)[CH:10]=1)#[N:4] |f:0.1|. Procedure: To 290 mg of NaOH in 15 ml of water, cooled in an ice bath, is added 1.0 g (3.56 mol) of 5-cyano-1-(4-trifluoromethylphenyl)uracil. Then 15 ml of dichloromethane is added, followed by 0.725 ml of trichloromethanesulphenyl chloride in 1.5 ml of dichloromethane. The mixture is stirred for approximately 2 hours at 5°. Then dichloromethane and ice cold water are added and the layers separated. The organic phase is washed with ice cold water, dried over MgSO4 and evaporated. The product is taken up w... Reactants: NC1=NC=NC=C1N (4,5-diaminopyrimidine), COC1=C(C(=O)O)C=CC(=C1)OC (2,4-dimethoxy-benzoic acid), N (ammonia). The product is COC1=C(C=CC(=C1)OC)C1=NC2=NC=NC=C2N1 (8-(2,4-Dimethoxy-phenyl)-purine). As a reaction SMILES: [NH2:1][C:2]1[C:7]([NH2:8])=[CH:6][N:5]=[CH:4][N:3]=1.[CH3:9][O:10][C:11]1[CH:19]=[C:18]([O:20][CH3:21])[CH:17]=[CH:16][C:12]=1[C:13](O)=O.N>>[CH3:9][O:10][C:11]1[CH:19]=[C:18]([O:20][CH3:21])[CH:17]=[CH:16][C:12]=1[C:13]1[NH:8][C:7]2[C:2](=[N:3][CH:4]=[N:5][CH:6]=2)[N:1]=1. Procedure: A mixture of 5.5 g of 4,5-diaminopyrimidine and 10.9 g of 2,4-dimethoxy-benzoic acid was triturated in a mortar. The mixture was added to 100 ml of phosphorus oxychloride and refluxed for one hour. The phosphorus oxychloride was decomposed under stirring into water, and the solution obtained was neutralized with ammonia after filtration. The precipitated product was recrystallized from water and ethanol/cyclohexane (volume ratio of 1:3). Procedure: 4.9 g of N-methoxy-N-methylcarbamic chloride was added drop-by-drop (over 5 minutes) to a mixture of 6.6 g of 1D, 125 ml of THF and 5.2 g of N,N-diisopropyl-N-ethylamine, at -10° C. The mixture was stirred for 1 hour at 0° C., and then mixed with ice water. The resulting mixture was extracted with ether, the extract was dried (MgSO4) and the solvent was evaporated, to give 1-(2,3-dihydro-2-methylbenzofuran-7-yl)-4-methoxy-4-methylsemicarbazide (1E), as an amber syrup. Starting materials: ice water, CON(C(=O)Cl)C (N-methoxy-N-methylcarbamic chloride), N(N)C1=CC=CC=2CC(OC21)C (7-hydrazino-2,3-dihydro-2-methylbenzofuran), C(C)(C)N(CC)C(C)C (N,N-diisopropyl-N-ethylamine). The solvent is C1CCOC1 (THF). The product is CC1OC2=C(C1)C=CC=C2NNC(=O)N(C)OC (1-(2,3-dihydro-2-methylbenzofuran-7-yl)-4-methoxy-4-methylsemicarbazide). RXN SMILES: [CH3:1][O:2][N:3]([CH3:7])[C:4](Cl)=[O:5].[NH:8]([C:10]1[C:18]2[O:17][CH:16]([CH3:19])[CH2:15][C:14]=2[CH:13]=[CH:12][CH:11]=1)[NH2:9].C(N(C(C)C)CC)(C)C>C1COCC1>[CH3:19][CH:16]1[CH2:15][C:14]2[CH:13]=[CH:12][CH:11]=[C:10]([NH:8][NH:9][C:4]([N:3]([O:2][CH3:1])[CH3:7])=[O:5])[C:18]=2[O:17]1. Reaction conditions: temperature 0 celsius, time 1 hour.